From a dataset of the Open Reaction Database (ORD), a public repository of structured organic reaction records. describe an organic reaction: reactants, conditions, products, and yield Starting materials: C(C)(=O)OCCP(=O)(OCC)OCC (diethylphosphonoethyl acetate), BrC1=CC=CC(=N1)C=O (6-bromo-2-pyridinecarbaldehyde), [H-].[Na+] (sodium hydride), C(C)OCC (diethylether). Run in C1CCOC1 (THF), C1CCOC1 (THF), C1CCOC1 (THF). Conditions: temperature 0 celsius, time 30 minute. Product: BrC1=CC=CC(=N1)C=CC(=O)OCC (ethyl 6-bromo-2-pyridineacrylate). Isolated yield 78.1%. As a reaction SMILES: [H-].[Na+].[C:3]([O:6][CH2:7][CH2:8]P(OCC)(OCC)=O)(=[O:5])[CH3:4].[Br:17][C:18]1[N:23]=[C:22]([CH:24]=O)[CH:21]=[CH:20][CH:19]=1.C(OCC)C>C1COCC1>[Br:17][C:18]1[N:23]=[C:22]([CH:24]=[CH:4][C:3]([O:6][CH2:7][CH3:8])=[O:5])[CH:21]=[CH:20][CH:19]=1 |f:0.1|. Reported procedure: In THF (10 ml) was suspended sodium hydride (60%, 440 mg, 11.0 mmol), and to the mixture was added at −30° C. a solution of diethylphosphonoethyl acetate (2.47 g, 11.0 mmol) in THF (10 ml). The mixture was stirred at the same temperature for 30 minutes, and to the mixture was added at −30° C. a solution of 6-bromo-2-pyridinecarbaldehyde (1.86 g, 10.0 mmol) in THF (10 ml). While warming the temperature of the mixture from −30° C. to −10° C., the mixture was stirred for 1.5 hours. To the mixture w... Reactants: C(C1=CC=CC=C1)OC=1C=C2C(CC(OC2=CC1)(C)C)N(S(=O)(=O)C)CCOC (N-[6-benzyloxy-2,2-dimethylchroman-4-yl]-N-(2-methoxyethyl)methanesulfonamide). The reagents and catalysts are [Pd].[C] (Pd carbon). The solvent is C1CCOC1.CO (THF methanol). Product: CC1(OC2=CC=C(C=C2C(C1)N(S(=O)(=O)C)CCOC)O)C (N-[2,2-Dimethyl-6-hydroxychroman-4-yl]-N-(2-methoxyethyl)methanesulfonamide). As a reaction SMILES: C([O:8][C:9]1[CH:10]=[C:11]2[C:16](=[CH:17][CH:18]=1)[O:15][C:14]([CH3:20])([CH3:19])[CH2:13][CH:12]2[N:21]([CH2:26][CH2:27][O:28][CH3:29])[S:22]([CH3:25])(=[O:24])=[O:23])C1C=CC=CC=1>C1COCC1.CO.[Pd].[C]>[CH3:19][C:14]1([CH3:20])[CH2:13][CH:12]([N:21]([CH2:26][CH2:27][O:28][CH3:29])[S:22]([CH3:25])(=[O:24])=[O:23])[C:11]2[C:16](=[CH:17][CH:18]=[C:9]([OH:8])[CH:10]=2)[O:15]1 |f:1.2,3.4|. Procedure details: 6 g of N-[6-benzyloxy-2,2-dimethylchroman-4-yl]-N-(2-methoxyethyl)methanesulfonamide were dissolved in 100 ml of THF/methanol (1:1) and hydrogenated in a shaking duck using Pd/carbon. The crude product was crystallized using diisopropyl ether, 4.6 g, m.p. 115-117° C.